This data is from the Open Reaction Database (ORD), a public repository of structured organic reaction records. The task is: describe an organic reaction: reactants, conditions, products, and yield Starting materials: BrCCCCCC (1-bromohexane), Cl.CN1N=CC=2CN(C3=C(NC12)C=C(C=C3)C)C(=O)C3=CC(=C(CNC(CC1CCNCC1)=O)C=C3)F (N-[4-(3,6-dimethyl-4,10-dihydro-3H-2,3,4,9-tetraaza-benzo[f]azulene-9-carbonyl)-2-fluoro-benzyl]-2-piperidin-4-yl-acetamide hydrochloride). Run in CN(C)C=O (DMF), CN(C)C=O (DMF), C(C)N(CC)CC (triethyl-amine). Run at time 20 hour. Yields the product CN1N=CC=2CN(C3=C(NC12)C=C(C=C3)C)C(=O)C3=CC(=C(CNC(CC1CCN(CC1)CCCCCC)=O)C=C3)F (N-[4-(3,6-Dimethyl-4,10-dihydro-3H-2,3,4,9-tetraaza-benzo[f]azulene-9-carbonyl)-2-fluoro-benzyl]-2-(1-hexyl-piperidin-4-yl)-acetamide). Reaction SMILES: Br[CH2:2][CH2:3][CH2:4][CH2:5][CH2:6][CH3:7].Cl.[CH3:9][N:10]1[C:19]2[NH:18][C:17]3[CH:20]=[C:21]([CH3:24])[CH:22]=[CH:23][C:16]=3[N:15]([C:25]([C:27]3[CH:43]=[CH:42][C:30]([CH2:31][NH:32][C:33](=[O:41])[CH2:34][CH:35]4[CH2:40][CH2:39][NH:38][CH2:37][CH2:36]4)=[C:29]([F:44])[CH:28]=3)=[O:26])[CH2:14][C:13]=2[CH:12]=[N:11]1>CN(C=O)C.C(N(CC)CC)C>[CH3:9][N:10]1[C:19]2[NH:18][C:17]3[CH:20]=[C:21]([CH3:24])[CH:22]=[CH:23][C:16]=3[N:15]([C:25]([C:27]3[CH:43]=[CH:42][C:30]([CH2:31][NH:32][C:33](=[O:41])[CH2:34][CH:35]4[CH2:40][CH2:39][N:38]([CH2:2][CH2:3][CH2:4][CH2:5][CH2:6][CH3:7])[CH2:37][CH2:36]4)=[C:29]([F:44])[CH:28]=3)=[O:26])[CH2:14][C:13]=2[CH:12]=[N:11]1 |f:1.2|. Reported procedure: A solution of 1-bromohexane (0.83 mg, 0.005 mmol) in DMF (0.05 ml) was added to a solution of N-[4-(3,6-dimethyl-4,10-dihydro-3H-2,3,4,9-tetraaza-benzo[f]azulene-9-carbonyl)-2-fluoro-benzyl]-2-piperidin-4-yl-acetamide hydrochloride (Compound number 1110) (2.82 mg, 0.005 mmol) in DMF (0.05 ml) and triethyl-amine (0.0021 ml). The mixture was stirred for 20 h at room temperature then solvents were removed in vacuo to yield the title compound. (ESI)+: [M+H]+=575.7